From a dataset of the Open Reaction Database (ORD), a public repository of structured organic reaction records. describe an organic reaction: reactants, conditions, products, and yield Reactants: COC(=O)c1ccc2c(Br)nn(-c3ccsc3)c2c1, C=C(C)B1OC(C)(C)C(C)(C)O1, CN(C)C=O, CC(C)NC(C)C, CC(=O)[O-], CC(=O)[O-], [Pd+2]. The product is C=C(C)c1nn(-c2ccsc2)c2cc(C(=O)OC)ccc12. As a reaction SMILES: [Br:1][c:2]1[n:3][n:4](-[c:15]2[cH:16][s:17][cH:18][cH:19]2)[c:5]2[cH:6][c:7]([C:11](=[O:12])[O:13][CH3:14])[cH:8][cH:9][c:10]12.[C:20](=[CH2:21])([CH3:22])[B:23]1[O:24][C:25]([CH3:26])([CH3:27])[C:28]([CH3:29])([CH3:30])[O:31]1.[CH3:39][N:40]([CH3:41])[CH:42]=[O:43].[CH:32]([NH:33][CH:34]([CH3:35])[CH3:36])([CH3:37])[CH3:38].[O-:45][C:46]([CH3:47])=[O:48].[O-:49][C:50]([CH3:51])=[O:52].[Pd+2:44]>>[c:2]1([C:20](=[CH2:21])[CH3:22])[n:3][n:4](-[c:15]2[cH:16][s:17][cH:18][cH:19]2)[c:5]2[cH:6][c:7]([C:11](=[O:12])[O:13][CH3:14])[cH:8][cH:9][c:10]12. Conditions: temperature 60 celsius. The yield is 160.0%. Procedure details: A solution of HCl (2 mL, 2 M, 4 mmol) was added to a solution of N-[(4-chloro-1-guanidino-7-isoquinolinyl)sulphonyl]-N-(cyclopentylmethyl)glycine t-butyl ester (50 mg, 0.10 mmol) in dioxane (4.0 mL) and the mixture was heated at 60° C. for 24 h. The solvents were evaporated in vacuo, and the residue triturated with dichloromethane to give N-[(4-chloro-1-guanidino-7-isoquinolinyl)sulphonyl]-N-(cyclopentylmethyl)glycine hydrochloride (40 mg, 0.080 mmol) as a white solid. Run in O1CCOCC1 (dioxane). Reaction SMILES: Cl.C([O:6][C:7](=[O:34])[CH2:8][N:9]([S:16]([C:19]1[CH:28]=[C:27]2[C:22]([C:23]([Cl:33])=[CH:24][N:25]=[C:26]2[NH:29][C:30]([NH2:32])=[NH:31])=[CH:21][CH:20]=1)(=[O:18])=[O:17])[CH2:10][CH:11]1[CH2:15][CH2:14][CH2:13][CH2:12]1)(C)(C)C>O1CCOCC1>[ClH:33].[Cl:33][C:23]1[C:22]2[C:27](=[CH:28][C:19]([S:16]([N:9]([CH2:10][CH:11]3[CH2:15][CH2:14][CH2:13][CH2:12]3)[CH2:8][C:7]([OH:34])=[O:6])(=[O:17])=[O:18])=[CH:20][CH:21]=2)[C:26]([NH:29][C:30]([NH2:32])=[NH:31])=[N:25][CH:24]=1 |f:3.4|. Starting materials: Cl (HCl), C(C)(C)(C)OC(CN(CC1CCCC1)S(=O)(=O)C1=CC=C2C(=CN=C(C2=C1)NC(=N)N)Cl)=O (N-[(4-chloro-1-guanidino-7-isoquinolinyl)sulphonyl]-N-(cyclopentylmethyl)glycine t-butyl ester). The product is Cl.ClC1=CN=C(C2=CC(=CC=C12)S(=O)(=O)N(CC(=O)O)CC1CCCC1)NC(=N)N (N-[(4-chloro-1-guanidino-7-isoquinolinyl)sulphonyl]-N-(cyclopentylmethyl)glycine hydrochloride). Reactants: O=C1CCC(=O)N1Br, COC(=O)c1ccccc1C, ClC(Cl)Cl, CC(C)(C#N)N=NC(C)(C)C#N. The product is COC(=O)c1ccccc1CBr. As a reaction SMILES: [Br:12][N:13]1[C:14](=[O:15])[CH2:16][CH2:17][C:18]1=[O:19].[CH3:1][O:2][C:3]([c:4]1[c:5]([CH3:10])[cH:6][cH:7][cH:8][cH:9]1)=[O:11].[CH:32]([Cl:33])([Cl:34])[Cl:35].[N:20]([C:21]([CH3:22])([CH3:23])[C:24]#[N:25])=[N:26][C:27]([CH3:28])([CH3:29])[C:30]#[N:31]>>[CH3:1][O:2][C:3]([c:4]1[c:5]([CH2:10][Br:12])[cH:6][cH:7][cH:8][cH:9]1)=[O:11]. The reactants are BrCC1=CC(=CC(=C1)C)OC (1-(bromomethyl)-3-methoxy-5-methylbenzene), C(O)([O-])=O.[Na+] (sodium hydrogen carbonate), O (water). The solvent is CC(=O)C (acetone). The product is COC=1C=C(C=C(C1)C)CO ((3-methoxy-5-methylphenyl)methanol). Yield: 80.6%. As a reaction SMILES: Br[CH2:2][C:3]1[CH:8]=[C:7]([CH3:9])[CH:6]=[C:5]([O:10][CH3:11])[CH:4]=1.C(=O)([O-])[OH:13].[Na+].O>CC(C)=O>[CH3:11][O:10][C:5]1[CH:4]=[C:3]([CH2:2][OH:13])[CH:8]=[C:7]([CH3:9])[CH:6]=1 |f:1.2|. Procedure: To a solution of 1-(bromomethyl)-3-methoxy-5-methylbenzene (2.14 g) in acetone (80 mL) were added sodium hydrogen carbonate (1.05 g) and water (50 mL), and the mixture was heated under reflux for 18 hr. The reaction mixture was extracted with ethyl acetate, and the extract was washed with saturated brine. The organic layer was dried over anhydrous sodium sulfate, and the solvent was evaporated under reduced pressure. The residue was purified by silica gel column chromatography (ethyl acetate/hex... Starting materials: BrC=1C=NC=2N(C1)N=C(C2)C(=O)O (6-bromo-pyrazolo[1,5-a]pyrimidine-2-carboxylic acid), N1(CCOCC1)C=1C=C2CCNCC2=CC1 (6-morpholin-4-yl-1,2,3,4-tetrahydro-isoquinoline). Yields the product BrC=1C=NC=2N(C1)N=C(C2)C(=O)N2CC1=CC=C(C=C1CC2)N2CCOCC2 ((6-Bromo-pyrazolo[1,5-a]pyrimidin-2-yl)-(6-morpholin-4-yl-3,4-dihydro-1H-isoquinolin-2-yl)-methanone). As a reaction SMILES: [Br:1][C:2]1[CH:3]=[N:4][C:5]2[N:6]([N:8]=[C:9]([C:11]([OH:13])=O)[CH:10]=2)[CH:7]=1.[N:14]1([C:20]2[CH:21]=[C:22]3[C:27](=[CH:28][CH:29]=2)[CH2:26][NH:25][CH2:24][CH2:23]3)[CH2:19][CH2:18][O:17][CH2:16][CH2:15]1>>[Br:1][C:2]1[CH:3]=[N:4][C:5]2[N:6]([N:8]=[C:9]([C:11]([N:25]3[CH2:24][CH2:23][C:22]4[C:27](=[CH:28][CH:29]=[C:20]([N:14]5[CH2:19][CH2:18][O:17][CH2:16][CH2:15]5)[CH:21]=4)[CH2:26]3)=[O:13])[CH:10]=2)[CH:7]=1. Procedure details: In close analogy to the procedure described in Example 1, 6-bromo-pyrazolo[1,5-a]pyrimidine-2-carboxylic acid is reacted with 6-morpholin-4-yl-1,2,3,4-tetrahydro-isoquinoline to provide the title compound in moderate yield. Starting materials: C1CCOC1, [Li]CCCC, Cc1nc(C)c(C(=O)O)s1, Cc1onc(-c2ccc(F)cn2)c1C=O. Product: Cc1nc(CC(O)c2c(-c3ccc(F)cn3)noc2C)sc1C(=O)O. RXN SMILES: [CH2:31]1[O:32][CH2:33][CH2:34][CH2:35]1.[CH3:11][CH2:12][CH2:13][CH2:14][Li:15].[CH3:1][c:2]1[s:3][c:4]([C:8](=[O:9])[OH:10])[c:5]([CH3:7])[n:6]1.[F:16][c:17]1[cH:18][cH:19][c:20](-[c:23]2[n:24][o:25][c:26]([CH3:30])[c:27]2[CH:28]=[O:29])[n:21][cH:22]1>>[CH2:1]([c:2]1[s:3][c:4]([C:8](=[O:9])[OH:10])[c:5]([CH3:7])[n:6]1)[CH:28]([c:27]1[c:23](-[c:20]2[cH:19][cH:18][c:17]([F:16])[cH:22][n:21]2)[n:24][o:25][c:26]1[CH3:30])[OH:29]. Starting materials: ClCC(CCC=1C=NC=CC1)O ((±)-α-(chloromethyl)-3-pyridinepropanol), O1CCOC2=C1C=CC(=C2)O (benzo-1,4-dioxan-6-ol), [OH-].[Na+] (sodium hydroxide). Solvent: C(C)O (ethanol), O (water), C(C)O (ethanol), O (water). Product: O1CCOC2=C1C=CC(=C2)OCC(CCC=2C=NC=CC2)O ((±)-1-(2,3-Dihydro-benzo[1,4]dioxin-6-yloxy)-4-pyridin-3-yl-butan-2-ol). Isolated yield 33.7%. As a reaction SMILES: [O:1]1[C:6]2[CH:7]=[CH:8][C:9]([OH:11])=[CH:10][C:5]=2[O:4][CH2:3][CH2:2]1.[OH-].[Na+].Cl[CH2:15][CH:16]([OH:25])[CH2:17][CH2:18][C:19]1[CH:20]=[N:21][CH:22]=[CH:23][CH:24]=1>C(O)C.O>[O:1]1[C:6]2[CH:7]=[CH:8][C:9]([O:11][CH2:15][CH:16]([OH:25])[CH2:17][CH2:18][C:19]3[CH:20]=[N:21][CH:22]=[CH:23][CH:24]=3)=[CH:10][C:5]=2[O:4][CH2:3][CH2:2]1 |f:1.2|. Reported procedure: A solution of benzo-1,4-dioxan-6-ol (0.15 g; Tetrahedron, 1995, 3197) in ethanol (20 ml) at room temperature was treated with a solution of sodium hydroxide (0.044 g) in water (5 ml) and was then heated at reflux. A solution of (±)-α-(chloromethyl)-3-pyridinepropanol (1.0 g) in ethanol (5 ml) was added dropwise to the latter and the resulting mixture heated at reflux for 1 hour. The reaction mixture was cooled and then water was added. The organic component was extracted with dichloromethane, th...